Dataset: the Open Reaction Database (ORD), a public repository of structured organic reaction records. Task: describe an organic reaction: reactants, conditions, products, and yield Starting materials: ClC1=C(C(=O)Cl)C=CC(=N1)OC (2-chloro-6-methoxy-nicotinoyl chloride), CO (MeOH). Conditions: time 1 hour. The product is COC(C1=C(N=C(C=C1)OC)Cl)=O (2-chloro-6-methoxy-nicotinic acid methyl ester). Yield: 90.0%. Reaction SMILES: [Cl:1][C:2]1[N:10]=[C:9]([O:11][CH3:12])[CH:8]=[CH:7][C:3]=1[C:4](Cl)=[O:5].[CH3:13][OH:14]>>[CH3:13][O:14][C:4](=[O:5])[C:3]1[CH:7]=[CH:8][C:9]([O:11][CH3:12])=[N:10][C:2]=1[Cl:1]. Reported procedure: A mixture of 2-chloro-6-methoxy-nicotinoyl chloride (340 g, 1650 mmol) in MeOH (4500 mL) was stirred at RT for 1 h. The solvent was evaporated in vacuo. The mixture was basified with a saturated solution of NaHCO3 and extracted with EtOAc. The organic layer was separated, dried (Na2SO4), filtered and the solvents evaporated in vacuo. The crude product was purified by flash column chromatography (silica; petroleum ether/EtOAc 10/1). The desired fractions were collected and the solvents evaporated... The product is C(#N)C1=C(SCCCCCC(=O)OC)[C@H]([C@@H](C1)O)\C=C\[C@H](C[C@@H](CCCC)C)O (methyl (11R,12S,13E,15S,17R)-9-cyano-11,15-dihydroxy-17,20-dimethyl-7-thiaprosta-8,13-dienoate). The solvent is N1=CC=CC=C1 (pyridine), N1=CC=CC=C1 (pyridine). Reported procedure: To a solution of ice-cooled acetonitrile (2 mL) and pyridine (0.2 mL) was added hydrogen fluoride-pyridine (0.2 mL). To this solution was added methyl (11R,12S,13E,15S,17R)-9-cyano-11,15-bis(tert-butyldimethylsiloxy)-17,20-dimethyl-7-thiaprosta-8,13-dienoate (170 mg, 0.261 mmol) in pyridine (0.2 mL). The ice bath was removed and the solution was agitated for 15 hours while returning it to room temperature. The reaction solution was poured into a mixture of ethyl acetate and saturated aqueous sod... Starting materials: C(C)#N (acetonitrile), C(#N)C1=C(SCCCCCC(=O)OC)[C@H]([C@@H](C1)O[Si](C)(C)C(C)(C)C)\C=C\[C@H](C[C@@H](CCCC)C)O[Si](C)(C)C(C)(C)C (methyl (11R,12S,13E,15S,17R)-9-cyano-11,15-bis(tert-butyldimethylsiloxy)-17,20-dimethyl-7-thiaprosta-8,13-dienoate), N1=CC=CC=C1.F (hydrogen fluoride-pyridine). Reaction SMILES: C(#N)C.N1C=CC=CC=1.F.[C:11]([C:13]1[CH2:27][C@@H:26]([O:28][Si](C(C)(C)C)(C)C)[C@H:25](/[CH:36]=[CH:37]/[C@@H:38]([O:46][Si](C(C)(C)C)(C)C)[CH2:39][C@H:40]([CH3:45])[CH2:41][CH2:42][CH2:43][CH3:44])[C:14]=1[S:15][CH2:16][CH2:17][CH2:18][CH2:19][CH2:20][C:21]([O:23][CH3:24])=[O:22])#[N:12]>N1C=CC=CC=1>[C:11]([C:13]1[CH2:27][C@@H:26]([OH:28])[C@H:25](/[CH:36]=[CH:37]/[C@@H:38]([OH:46])[CH2:39][C@H:40]([CH3:45])[CH2:41][CH2:42][CH2:43][CH3:44])[C:14]=1[S:15][CH2:16][CH2:17][CH2:18][CH2:19][CH2:20][C:21]([O:23][CH3:24])=[O:22])#[N:12] |f:1.2|. Yield: 86.8%. Run at time 15 hour. Reactants: CCOP(=O)(CP(=O)(OCC)OCC)OCC, Cc1oc(-c2ccccc2)nc1COc1ccc(COc2nn(-c3ccccc3)cc2C=O)cc1, CN(C)C=O, [H-], [Na+], O. Yields the product CCOP(=O)(C=Cc1cn(-c2ccccc2)nc1OCc1ccc(OCc2nc(-c3ccccc3)oc2C)cc1)OCC. As a reaction SMILES: [CH2:36]([P:37](=[O:38])([O:39][CH2:40][CH3:41])[O:42][CH2:43][CH3:44])[P:45]([O:46][CH2:47][CH3:48])([O:49][CH2:50][CH3:51])=[O:52].[CH3:1][c:2]1[c:3]([CH2:13][O:14][c:15]2[cH:16][cH:17][c:18]([CH2:19][O:20][c:21]3[n:22][n:23](-[c:28]4[cH:29][cH:30][cH:31][cH:32][cH:33]4)[cH:24][c:25]3[CH:26]=[O:27])[cH:34][cH:35]2)[n:4][c:5](-[c:7]2[cH:8][cH:9][cH:10][cH:11][cH:12]2)[o:6]1.[CH3:53][N:54]([CH3:55])[CH:56]=[O:57].[H-:58].[Na+:59].[OH2:60]>>[CH3:1][c:2]1[c:3]([CH2:13][O:14][c:15]2[cH:16][cH:17][c:18]([CH2:19][O:20][c:21]3[n:22][n:23](-[c:28]4[cH:29][cH:30][cH:31][cH:32][cH:33]4)[cH:24][c:25]3[CH:26]=[CH:36][P:45]([O:46][CH2:47][CH3:48])([O:49][CH2:50][CH3:51])=[O:52])[cH:34][cH:35]2)[n:4][c:5](-[c:7]2[cH:8][cH:9][cH:10][cH:11][cH:12]2)[o:6]1. Reactants: SC1=NC2=CC=C(C=C2C(N1C)=O)C (2-mercapto-3,6-dimethylquinazolin-4(3H)-one), ClC1=NC2=CC=C(C=C2C(=N1)O)C (2-chloro-6-methylquinazolin-4-ol), N(N)C1=NC2=CC=C(C=C2C(=N1)O)C (2-hydrazino-6-methylquinazolin-4-ol), SC1=NC2=CC=C(C=C2C(=N1)O)C (2-mercapto-6-methylquinazolin-4-ol), O.NN (hydrazine hydrate). Solvent: O (water). Yields the product NN1C(=NC2=CC=C(C=C2C1=O)C)NN (3-amino-2-hydrazino-6-methylquinazolin-4(3H)-one). Isolated yield 95.0%. Reaction SMILES: SC1N(C)C(=O)C2C(=CC=C(C)C=2)[N:3]=1.ClC1N=C(O)C2C(=CC=C(C)C=2)N=1.[NH:28]([C:30]1[N:39]=[C:38]([OH:40])[C:37]2[C:32](=[CH:33][CH:34]=[C:35]([CH3:41])[CH:36]=2)[N:31]=1)[NH2:29].SC1N=C(O)C2C(=CC=C(C)C=2)N=1.O.NN>O>[NH2:3][N:39]1[C:38](=[O:40])[C:37]2[C:32](=[CH:33][CH:34]=[C:35]([CH3:41])[CH:36]=2)[N:31]=[C:30]1[NH:28][NH2:29] |f:4.5|. Procedure details: 2-mercapto-3,6-dimethylquinazolin-4(3H)-one, 2-chloro-6-methylquinazolin-4-ol, 2-hydrazino-6-methylquinazolin-4-ol or 2-mercapto-6-methylquinazolin-4-ol was stirred in 5 volumes of hydrazine hydrate at reflux for 24 hours and the mixture was diluted with 5 volumes of water. The mixture was cooled to room temperature and was filtered. The product was washed with water and then methanol and dried to obtain a 95% yield of 3-amino-2-hydrazino-6-methylquinazolin-4(3H)-one. Reactants: CO, CC1C(CC=Cc2cccs2)C(=O)N1OC1CCCCO1, [Pd]. Product: CC1C(CCCc2cccs2)C(=O)N1OC1CCCCO1. RXN SMILES: [CH3:22][OH:23].[O:1]1[CH:2]([O:7][N:8]2[C:9](=[O:21])[CH:10]([CH2:13][CH:14]=[CH:15][c:16]3[s:17][cH:18][cH:19][cH:20]3)[CH:11]2[CH3:12])[CH2:3][CH2:4][CH2:5][CH2:6]1.[Pd:24]>>[O:1]1[CH:2]([O:7][N:8]2[C:9](=[O:21])[CH:10]([CH2:13][CH2:14][CH2:15][c:16]3[s:17][cH:18][cH:19][cH:20]3)[CH:11]2[CH3:12])[CH2:3][CH2:4][CH2:5][CH2:6]1. Starting materials: Br, CC(C)n1cc(-c2c[n+]([O-])c(N)c(C#N)n2)ccc1=O, C1COCCO1. The product is CC(C)n1cc(-c2c[n+]([O-])c(N)c(C(N)=O)n2)ccc1=O. As a reaction SMILES: [BrH:27].[NH2:1][c:2]1[c:3]([C:19]#[N:20])[n:4][c:5](-[c:9]2[cH:10][n:11]([CH:16]([CH3:17])[CH3:18])[c:12](=[O:15])[cH:13][cH:14]2)[cH:6][n+:7]1[O-:8].[O:21]1[CH2:22][CH2:23][O:24][CH2:25][CH2:26]1>>[NH2:1][c:2]1[c:3]([C:19]([NH2:20])=[O:21])[n:4][c:5](-[c:9]2[cH:10][n:11]([CH:16]([CH3:17])[CH3:18])[c:12](=[O:15])[cH:13][cH:14]2)[cH:6][n+:7]1[O-:8]. Reactants: NCC1=C(C(=NN1)C1=CC=C(C=C1)F)C1=CC=NC=C1 (5-aminomethyl-4-(4-pyridyl)-3-(4-fluorophenyl)pyrazole), [N+](=O)([O-])C1=CC=C(C=C1)C(=O)[O-] (p-nitrophenylformate). Solvent: ClCCl (dichloromethane). Conditions: time 24 hour. Yields the product C(=O)NCC1=C(C(=NN1)C1=CC=C(C=C1)F)C1=CC=NC=C1 (5-(N-formylaminomethyl)-4-(4-pyridyl)-3-(4-fluorophenyl)pyrazole). Reaction SMILES: [NH2:1][CH2:2][C:3]1[NH:7][N:6]=[C:5]([C:8]2[CH:13]=[CH:12][C:11]([F:14])=[CH:10][CH:9]=2)[C:4]=1[C:15]1[CH:20]=[CH:19][N:18]=[CH:17][CH:16]=1.[N+](C1C=CC([C:30]([O-])=[O:31])=CC=1)([O-])=O>ClCCl>[CH:30]([NH:1][CH2:2][C:3]1[NH:7][N:6]=[C:5]([C:8]2[CH:9]=[CH:10][C:11]([F:14])=[CH:12][CH:13]=2)[C:4]=1[C:15]1[CH:16]=[CH:17][N:18]=[CH:19][CH:20]=1)=[O:31]. Procedure details: To a suspension of 5-aminomethyl-4-(4-pyridyl)-3-(4-fluorophenyl)pyrazole (Example C-1) (8.04 g, 30 mmol) in 120 mL dichloromethane was added p-nitrophenylformate (6.01 g, 36 mmol) as a solid. The suspension was stirred for 24 h at room temperature and the solvents removed under reduced pressure. The residue was triturated with ether and filtered to obtain the desired 5-(N-formylaminomethyl)-4-(4-pyridyl)-3-(4-fluorophenyl)pyrazole derivative as a white solid: MS (M+H): 297 (base peak).